describe an organic reaction: reactants, conditions, products, and yield From a dataset of the Open Reaction Database (ORD), a public repository of structured organic reaction records. Starting materials: [H-].[Na+] (sodium hydride), [Br-] (bromide), OC=1C=C(C=C(C1)S(F)(F)(F)(F)F)C(C)=O (1-[3-Hydroxy-5-(pentafluorosulfanyl)phenyl]ethanone), BrCC(C)OC (1-bromo-2-methoxypropane). Solvent: CN(C)C=O (DMF), CN(C)C=O (DMF), CC(OCC)=O (EA). Run at time 2 hour. The product is COCCOC=1C=C(C=C(C1)S(F)(F)(F)(F)F)C(C)=O (1-[3-(2-Methoxyethoxy)-5-(pentafluorosulfanyl)phenyl]ethanone). Isolated yield 78.4%. Reaction SMILES: [OH:1][C:2]1[CH:3]=[C:4]([C:14](=[O:16])[CH3:15])[CH:5]=[C:6]([S:8]([F:13])([F:12])([F:11])([F:10])[F:9])[CH:7]=1.Br[CH2:18][CH:19]([O:21][CH3:22])C.[H-].[Na+].[Br-]>CN(C=O)C.CC(=O)OCC>[CH3:22][O:21][CH2:19][CH2:18][O:1][C:2]1[CH:3]=[C:4]([C:14](=[O:16])[CH3:15])[CH:5]=[C:6]([S:8]([F:13])([F:9])([F:10])([F:11])[F:12])[CH:7]=1 |f:2.3|. Procedure: 1-[3-Hydroxy-5-(pentafluorosulfanyl)phenyl]ethanone (O3.050; 700 mg) and 1-bromo-2-methoxypropane (490 mg) were dissolved in DMF (10 ml), and sodium hydride (77 mg) was added. After stirring at RT for 2 h, further bromide (100 μl) was added and the mixture was heated to 50° C. for 6 h. Then the DMF was drawn off and the residue was taken up in EA, washed with water, dried, filtered and concentrated. 670 mg of the title compound were obtained. LC-MS rt: 1.71 min [M+H]+: 335.1 (met. a) Reactants: S1C(=NC=C1)C(=O)N1CCN(CC1)C1CN(C1)C(=O)C=1C=C2CCCNC2=CC1 (6-(3-[4-(1,3-Thiazol-2-ylcarbonyl)piperazin-1-yl]-azetidin-1-yl)carbonyl-1,2,3,4-tetrahydroquinoline), C(C)(=O)N1C(CCC2=CC(=CC=C12)Br)C(=O)N1CC(C1)N1CCNCC1 (1-Acetyl-6-bromo-2-({3-[piperazin-yl]azetidin-1-yl}carbonyl)-1,2,3,4-tetrahydroquinoline), N1(CCNCC1)C1CN(C1)C(=O)C=1C=C2CCCNC2=CC1 (6-([3-piperazin-1-yl]-azetidin-1-yl)carbonyl-1,2,3,4-tetrahydroquinoline). Yields the product C(C)(=O)N1C(CCC2=CC(=CC=C12)Br)C(=O)N1CC(C1)N1CCN(CC1)C(=O)C=1SC=CN1 (1-Acetyl-6-bromo-2-({3-[4-(1,3-thiazol-2-ylcarbonyl)piperazin-1-yl]azetidin-1-yl}carbonyl)-1,2,3,4-tetrahydroquinoline). RXN SMILES: [S:1]1[CH:5]=[CH:4][N:3]=[C:2]1[C:6]([N:8]1[CH2:13][CH2:12][N:11]([CH:14]2[CH2:17][N:16]([C:18](C3C=C4C(=CC=3)NCCC4)=[O:19])[CH2:15]2)[CH2:10][CH2:9]1)=[O:7].[C:30]([N:33]1[C:42]2[C:37](=[CH:38][C:39]([Br:43])=[CH:40][CH:41]=2)[CH2:36][CH2:35][CH:34]1C(N1CC(N2CCNCC2)C1)=O)(=[O:32])[CH3:31].N1(C2CN(C(C3C=C4C(=CC=3)NCCC4)=O)C2)CCNCC1>>[C:30]([N:33]1[C:42]2[C:37](=[CH:38][C:39]([Br:43])=[CH:40][CH:41]=2)[CH2:36][CH2:35][CH:34]1[C:18]([N:16]1[CH2:17][CH:14]([N:11]2[CH2:12][CH2:13][N:8]([C:6]([C:2]3[S:1][CH:5]=[CH:4][N:3]=3)=[O:7])[CH2:9][CH2:10]2)[CH2:15]1)=[O:19])(=[O:32])[CH3:31]. Reported procedure: The title compound was prepared in an analogous manner to that of compound 357 substituting compound 25e for compound 20c. LC/MS m/z (M+H+) 532.0, (M+2H+) 534.0. Starting materials: CN(C=CC(=O)C1=CC(=CC=C1)OC)C (3-dimethylamino-3'-methoxyacrylophenone), Cl.NC=1N=CNC1C(=O)N (4-amino-5-imidazolecarboxamide hydrochloride), C(C)#N (acetonitrile), C(C)O (ethanol). Run in C(C)(=O)O (acetic acid). The product is COC=1C=C(C=CC1)C1=CC=NC=2N1C=NC2C(=O)N (4-(3-Methoxyphenyl)imidazo[1,5-a]pyrimidine-8-carboxamide). Isolated yield 65.2%. Reaction SMILES: C[N:2]([CH3:15])[CH:3]=[CH:4][C:5]([C:7]1[CH:12]=[CH:11][CH:10]=[C:9]([O:13][CH3:14])[CH:8]=1)=O.Cl.NC1[N:19]=[CH:20][NH:21][C:22]=1[C:23]([NH2:25])=[O:24].C(#N)C.C(O)C>C(O)(=O)C>[CH3:14][O:13][C:9]1[CH:8]=[C:7]([C:5]2[N:19]3[CH:20]=[N:21][C:22]([C:23]([NH2:25])=[O:24])=[C:15]3[N:2]=[CH:3][CH:4]=2)[CH:12]=[CH:11][CH:10]=1 |f:1.2|. Reported procedure: A stirred mixture of 15.0 g of 3-dimethylamino-3'-methoxyacrylophenone (prepared as described in Example 5 and 9.2 g of 4-amino-5-imidazolecarboxamide hydrochloride in 150 ml of glacial acetic acid was heated at reflux for 24 hours. The solvent was evaporated in vacuo and the crystalline residue was treated with 100 ml of saturated sodium bicarbonate solution, filtered and washed with 200 ml of water to give yellow crystals. This material was treated with 400 ml of acetonitrile then with 600 ml ... Reactants: C(C)(C)(C)OC(=O)[C@H]1N(C(SC1)CC1=CC=CC=C1)C(CNC(NC=1C=C(C=CC1)CC(=O)OCC1=CC=CC=C1)=O)=O (benzyl (4R)-3-{3-[2-(4-tert-butoxycarbonyl-2-benzyl-3-thiazolidinyl)-2-oxoethyl]ureido}phenylacetate), C(=O)[O-].[NH4+] (ammonium formate). The reagents and catalysts are [Pd] (palladium on charcoal). Product: C(C)(C)(C)OC(=O)[C@H]1N(C(SC1)CC1=CC=CC=C1)C(CNC(NC=1C=C(C=CC1)CC(=O)O)=O)=O ((4R) -3-{3-[2-(4-tert-butoxycarbonyl-2-benzyl-3-thiazolidinyl)-2-oxoethyl]ureido}phenylacetic acid). The yield is 48.3%. RXN SMILES: [C:1]([O:5][C:6]([C@@H:8]1[CH2:12][S:11][CH:10]([CH2:13][C:14]2[CH:19]=[CH:18][CH:17]=[CH:16][CH:15]=2)[N:9]1[C:20](=[O:43])[CH2:21][NH:22][C:23](=[O:42])[NH:24][C:25]1[CH:26]=[C:27]([CH2:31][C:32]([O:34]CC2C=CC=CC=2)=[O:33])[CH:28]=[CH:29][CH:30]=1)=[O:7])([CH3:4])([CH3:3])[CH3:2].C([O-])=O.[NH4+]>[Pd]>[C:1]([O:5][C:6]([C@@H:8]1[CH2:12][S:11][CH:10]([CH2:13][C:14]2[CH:15]=[CH:16][CH:17]=[CH:18][CH:19]=2)[N:9]1[C:20](=[O:43])[CH2:21][NH:22][C:23](=[O:42])[NH:24][C:25]1[CH:26]=[C:27]([CH2:31][C:32]([OH:34])=[O:33])[CH:28]=[CH:29][CH:30]=1)=[O:7])([CH3:4])([CH3:2])[CH3:3] |f:1.2|. Procedure: The procedure is similar to that described in Example 1, but starting with 2.58 g of benzyl (4R)-3-{3-[2-(4-tert-butoxycarbonyl-2-benzyl-3-thiazolidinyl)-2-oxoethyl]ureido}phenylacetate (isomer A) , 1.6 g of ammonium formate and 1.3 g of palladium on charcoal (10% Pd). 1.06 g of (4R) -3-{3-[2-(4-tert-butoxycarbonyl-2-benzyl-3-thiazolidinyl)-2-oxoethyl]ureido}phenylacetic acid (isomer A), melting point 110° C., are thereby obtained; [α]D25 =-89.0°±1.6° (C %=0.51; methanol). Run in C(C)OCC (diethyl ether). Yields the product O[C@H](CSC=1C=C(C=CC1)B(O)O)C (3-((S)-2-hydroxypropylthio)phenylboronic acid). Reported procedure: S-(−) Propylene oxide (152 μL) was added to a mixture of 500 mg of 3-mercaptophenylboronic acid and aluminum oxide (˜30 eq, neutral, activated, ˜150 mesh) in diethyl ether at room temperature. The reaction was monitored by LC/MS until complete. The reaction mixture was evaporated, and then added 1N HCl. The resulting mixture was extracted with ethyl acetate (3×50 mL). The combined organic layers were dried over MgSO4, filtered and evaporated to give 3-((S)-2-hydroxypropylthio)phenylboronic acid ... Yield: 90.0%. Reaction SMILES: [CH2:1]1[O:4][CH:2]1[CH3:3].[SH:5][C:6]1[CH:7]=[C:8]([B:12]([OH:14])[OH:13])[CH:9]=[CH:10][CH:11]=1.[O-2].[Al+3].[O-2].[O-2].[Al+3]>C(OCC)C>[OH:4][C@@H:2]([CH3:3])[CH2:1][S:5][C:6]1[CH:7]=[C:8]([B:12]([OH:14])[OH:13])[CH:9]=[CH:10][CH:11]=1 |f:2.3.4.5.6|. Starting materials: C1C(C)O1 (Propylene oxide), SC=1C=C(C=CC1)B(O)O (3-mercaptophenylboronic acid), [O-2].[Al+3].[O-2].[O-2].[Al+3] (aluminum oxide). Reactants: CN(C)C=O, CC1CSC(=O)C2CCCN2C1=O, [Na+], [OH-]. Product: CC(CS)C(=O)N1CCCC1C(=O)O. As a reaction SMILES: [CH3:14][N:15]([CH3:16])[CH:18]=[O:17].[CH3:1][CH:2]1[C:3](=[O:13])[N:4]2[CH:5]([C:6](=[O:9])[S:7][CH2:8]1)[CH2:10][CH2:11][CH2:12]2.[Na+:20].[OH-:19]>>[CH3:1][CH:2]([C:3]([N:4]1[CH:5]([C:6](=[O:9])[OH:17])[CH2:10][CH2:11][CH2:12]1)=[O:13])[CH2:8][SH:7]. The reactants are [I-].CN(C1=CC=2C=CC3=[N+](C2C=C1)C=C1N3C=3C=CC(=CC3C=C1)C(C)(C)C)C (3-Dimethylamino-10-(1,1-dimethylethyl)imidazo[1,2-a:3,4-a']diquinolin-15-ium Iodide). The solvent is CO.CCOCC (methanol ether). Product: [I-].CN(C1=CC=2C=CC3=[N+](C2C=C1)C=C1N3C=3C=CC(=CC3C=C1)CC)C (3-Dimethylamino-10-ethylimidazo[1,2-a:3,4-a']diquinolin-15-ium Iodide). Reaction SMILES: [I-:1].[CH3:2][N:3]([CH3:29])[C:4]1[CH:13]=[CH:12][C:11]2[N+:10]3[CH:14]=[C:15]4[CH:24]=[CH:23][C:22]5[CH:21]=[C:20]([C:25](C)(C)[CH3:26])[CH:19]=[CH:18][C:17]=5[N:16]4[C:9]=3[CH:8]=[CH:7][C:6]=2[CH:5]=1>CO.CCOCC>[I-:1].[CH3:2][N:3]([CH3:29])[C:4]1[CH:13]=[CH:12][C:11]2[N+:10]3[CH:14]=[C:15]4[CH:24]=[CH:23][C:22]5[CH:21]=[C:20]([CH2:25][CH3:26])[CH:19]=[CH:18][C:17]=5[N:16]4[C:9]=3[CH:8]=[CH:7][C:6]=2[CH:5]=1 |f:0.1,2.3,4.5|. Procedure details: 3-Dimethylamino-10-(1,1-dimethylethyl)imidazo[1,2-a:3,4-a']diquinolin-15-ium Iodide; m.p. 360° C., from methanol/ether. Reactants: O=C(O)C(=O)O, O=C(O)C(=O)O, C(#Cc1ccc(Cc2c(-c3ccc(OCCN4CCCC4)cc3)sc3ccccc23)cc1)CN1CCCC1, c1ccncc1. The product is O=C(O)C(=O)O, O=C(O)C(=O)O, C(=Cc1ccc(Cc2c(-c3ccc(OCCN4CCCC4)cc3)sc3ccccc23)cc1)CN1CCCC1. RXN SMILES: [C:1]([C:2](=[O:3])[OH:4])(=[O:5])[OH:6].[C:7]([C:8](=[O:9])[OH:10])(=[O:11])[OH:12].[N:13]1([CH2:18][C:19]#[C:20][c:21]2[cH:22][cH:23][c:24]([CH2:25][c:26]3[c:27]4[c:28]([s:29][c:30]3-[c:31]3[cH:32][cH:33][c:34]([O:35][CH2:36][CH2:37][N:38]5[CH2:39][CH2:40][CH2:41][CH2:42]5)[cH:43][cH:44]3)[cH:45][cH:46][cH:47][cH:48]4)[cH:49][cH:50]2)[CH2:14][CH2:15][CH2:16][CH2:17]1.[cH:51]1[cH:52][cH:53][n:54][cH:55][cH:56]1>>[C:1]([C:2](=[O:3])[OH:4])(=[O:5])[OH:6].[C:7]([C:8](=[O:9])[OH:10])(=[O:11])[OH:12].[N:13]1([CH2:18][CH:19]=[CH:20][c:21]2[cH:22][cH:23][c:24]([CH2:25][c:26]3[c:27]4[c:28]([s:29][c:30]3-[c:31]3[cH:32][cH:33][c:34]([O:35][CH2:36][CH2:37][N:38]5[CH2:39][CH2:40][CH2:41][CH2:42]5)[cH:43][cH:44]3)[cH:45][cH:46][cH:47][cH:48]4)[cH:49][cH:50]2)[CH2:14][CH2:15][CH2:16][CH2:17]1. The reactants are C(CCCCCCC\C=C/CCCCCCCC)O (oleyl alcohol), 435, BrCC(=O)OC (Methyl bromoacetate). Reaction conditions: time 8 hour. The product is BrCC(=O)OCCCCCCCC\C=C/CCCCCCCC (oleyl bromoacetate). As a reaction SMILES: [CH2:1]([OH:19])[CH2:2][CH2:3][CH2:4][CH2:5][CH2:6][CH2:7][CH2:8]/[CH:9]=[CH:10]\[CH2:11][CH2:12][CH2:13][CH2:14][CH2:15][CH2:16][CH2:17][CH3:18].[Br:20][CH2:21][C:22](OC)=[O:23]>>[Br:20][CH2:21][C:22]([O:19][CH2:1][CH2:2][CH2:3][CH2:4][CH2:5][CH2:6][CH2:7][CH2:8]/[CH:9]=[CH:10]\[CH2:11][CH2:12][CH2:13][CH2:14][CH2:15][CH2:16][CH2:17][CH3:18])=[O:23]. Procedure: Technical grade oleyl alcohol (85 wt %; 10 g; 37.2 mmol) was combined with Novozym 435 (200 mg) in an amber bottle. Methyl bromoacetate (6.84 g; 44.7 mmol; 1.2 equiv.) was added, and the mixture was sealed and stirred at room temperature overnight to afford about 50% conversion to oleyl bromoacetate. The mixture was then purged with a subsurface stream of nitrogen 2.5 days to afford 98.5% conversion of oleyl alcohol to oleyl bromoacetate according to GC analysis. The mixture was filtered, and th...